This data is from the Open Reaction Database (ORD), a public repository of structured organic reaction records. The task is: describe an organic reaction: reactants, conditions, products, and yield The reactants are C(C)(=O)C1=CC=C(C=C1)SCC(=O)O ((4-acetylphenylthio)acetic acid), S1C2=C(C=C1C=1C(=CC(=C(C=O)C1)OC)OC)C=CC=C2 (5-(benzo[b]thien-2-yl)-2,4-dimethoxybenzaldehyde). Product: S1C2=C(C=C1C=1C(=CC(=C(C1)/C=C/C(=O)C1=CC=C(C=C1)SCC(=O)O)OC)OC)C=CC=C2 ({4-[3E-(5-Benzo[b]thiophen-2-yl-2,4-dimethoxy-phenyl)-acryloyl]-phenylthio}-acetic acid). Reaction SMILES: [C:1]([C:4]1[CH:9]=[CH:8][C:7]([S:10][CH2:11][C:12]([OH:14])=[O:13])=[CH:6][CH:5]=1)(=[O:3])[CH3:2].[S:15]1[C:19]([C:20]2[C:21]([O:30][CH3:31])=[CH:22][C:23]([O:28][CH3:29])=[C:24]([CH:27]=2)[CH:25]=O)=[CH:18][C:17]2[CH:32]=[CH:33][CH:34]=[CH:35][C:16]1=2>>[S:15]1[C:19]([C:20]2[C:21]([O:30][CH3:31])=[CH:22][C:23]([O:28][CH3:29])=[C:24](/[CH:25]=[CH:2]/[C:1]([C:4]3[CH:5]=[CH:6][C:7]([S:10][CH2:11][C:12]([OH:14])=[O:13])=[CH:8][CH:9]=3)=[O:3])[CH:27]=2)=[CH:18][C:17]2[CH:32]=[CH:33][CH:34]=[CH:35][C:16]1=2. Procedure details: The title compound was prepared by condensing (4-acetylphenylthio)acetic acid (Ex-23B) and 5-(benzo[b]thien-2-yl)-2,4-dimethoxybenzaldehyde (Ex-3A) in a similar manner as described in Ex-22. Yellow solid, mp 136–138° C. (dec.). 1H-NMR (DMSO-d6) δ 8.35 (s, 1H), 8.08 (d, J=7.4 Hz, 2H), 8.03 (d, J=16.3 Hz, 1H), 7.93–7.87 (m, 3H), 7.82 (d, J=7.0 Hz, 1H), 7.42 (d, J=7.9 Hz, 2H), 7.37–7.27 (m, 2H), 6.85 (s, 1H), 4.02 (s, 3H), 3.99 (s, 3H), 3.93 (s, 2H). MS m/z=491 ([M+H]+, 100%). Starting materials: ClC1=CC=C2C(=C(C(C(C2=C1Cl)(C)C)=O)C(=O)OCC)O (ethyl 7,8-dichloro-4-hydroxy-1,1-dimethyl-2-oxo-naphthalene-3-carboxylate), Cl.C(C)(C)(C)OC(CN)=O (glycine tert-butyl ester hydrochloride), CCN(C(C)C)C(C)C (DIPEA). Solvent: O1CCOCC1 (1,4-dioxane), O (water). The product is ClC1=CC=C2C(=C(C(C(C2=C1Cl)(C)C)=O)C(=O)NCC(=O)OC(C)(C)C)O (1,1-Dimethylethyl N-((7,8-dichloro-4-hydroxy-1,1-dimethyl-2-oxo-naphthalen-3-yl)carbonyl)glycinate). Isolated yield 97.9%. Reaction SMILES: [Cl:1][C:2]1[C:11]([Cl:12])=[C:10]2[C:5]([C:6]([OH:21])=[C:7]([C:16](OCC)=[O:17])[C:8](=[O:15])[C:9]2([CH3:14])[CH3:13])=[CH:4][CH:3]=1.Cl.[C:23]([O:27][C:28](=[O:31])[CH2:29][NH2:30])([CH3:26])([CH3:25])[CH3:24].CCN(C(C)C)C(C)C>O1CCOCC1.O>[Cl:1][C:2]1[C:11]([Cl:12])=[C:10]2[C:5]([C:6]([OH:21])=[C:7]([C:16]([NH:30][CH2:29][C:28]([O:27][C:23]([CH3:26])([CH3:25])[CH3:24])=[O:31])=[O:17])[C:8](=[O:15])[C:9]2([CH3:13])[CH3:14])=[CH:4][CH:3]=1 |f:1.2|. Reported procedure: A solution of ethyl 7,8-dichloro-4-hydroxy-1,1-dimethyl-2-oxo-naphthalene-3-carboxylate (0.200 g, 0.456 mmol), glycine tert-butyl ester hydrochloride (0.0993 g, 0.592 mmol), and DIPEA (0.159 mL, 0.911 mmol) in 1,4-dioxane (5 mL) was heated to 120° C. in a 15 mL sealed vessel for 3 hours. The reaction was then diluted with deionized water (50 mL) and extracted with DCM (2×50 mL). The combined organic layers were washed with deionized water (50 mL) and then with brine (50 mL). The organic layer wa... The reactants are BrC1=C(C=C(C=2NC3=CC(=CC=C3C12)C(C)(C)O)C(=O)N)Cl (4-bromo-3-chloro-7-(2-hydroxypropan-2-yl)-9H-carbazole-1-carboxamide), BrC1=C(C=C(C=2NC3=CC(=CC=C3C12)C(C)(C)O)C(=O)N)Cl (4-bromo-3-chloro-7-(2-hydroxypropan-2-yl)-9H-carbazole-1-carboxamide), FC=1C=C2C(N(C(N(C2=CC1)C)=O)C1=C(C(=CC=C1)B1OC(C(O1)(C)C)(C)C)C)=O (6-fluoro-1-methyl-3-(2-methyl-3-(4,4,5,5-tetramethyl-1,3,2-dioxaborolan-2-yl)phenyl)quinazoline-2,4(1H,3H)-dione), FC=1C=C2C(N(C(N(C2=CC1)C)=O)C1=C(C(=CC=C1)B1OC(C(O1)(C)C)(C)C)C)=O (6-fluoro-1-methyl-3-(2-methyl-3-(4,4,5,5-tetramethyl-1,3,2-dioxaborolan-2-yl)phenyl)quinazoline-2,4(1H,3H)-dione), C(=O)([O-])[O-].[Cs+].[Cs+] (Cs2CO3). Reagents/catalysts: C1=CC=C(C=C1)P([C-]2C=CC=C2)C3=CC=CC=C3.C1=CC=C(C=C1)P([C-]2C=CC=C2)C3=CC=CC=C3.Cl[Pd]Cl.[Fe+2].C(Cl)Cl (PdCl2(dppf) DCM). Run in C1CCOC1 (THF), O (water). Reaction conditions: temperature 60 celsius, time 4 hour. Product: ClC=1C=C(C=2NC3=CC(=CC=C3C2C1C1=C(C(=CC=C1)N1C(N(C2=CC=C(C=C2C1=O)F)C)=O)C)C(C)(C)O)C(=O)N (3-chloro-4-(3-(6-fluoro-1-methyl-2,4-dioxo-1,2-dihydroquinazolin-3(4H)-yl)-2-methylphenyl)-7-(2-hydroxypropan-2-yl)-9H-carbazole-1-carboxamide). The yield is 42.1%. Reaction SMILES: Br[C:2]1[C:14]2[C:13]3[C:8](=[CH:9][C:10]([C:15]([OH:18])([CH3:17])[CH3:16])=[CH:11][CH:12]=3)[NH:7][C:6]=2[C:5]([C:19]([NH2:21])=[O:20])=[CH:4][C:3]=1[Cl:22].[F:23][C:24]1[CH:25]=[C:26]2[C:31](=[CH:32][CH:33]=1)[N:30]([CH3:34])[C:29](=[O:35])[N:28]([C:36]1[CH:41]=[CH:40][CH:39]=[C:38](B3OC(C)(C)C(C)(C)O3)[C:37]=1[CH3:51])[C:27]2=[O:52].C([O-])([O-])=O.[Cs+].[Cs+]>C1COCC1.O.C1C=CC(P(C2C=CC=CC=2)[C-]2C=CC=C2)=CC=1.C1C=CC(P(C2C=CC=CC=2)[C-]2C=CC=C2)=CC=1.Cl[Pd]Cl.[Fe+2].C(Cl)Cl>[Cl:22][C:3]1[CH:4]=[C:5]([C:19]([NH2:21])=[O:20])[C:6]2[NH:7][C:8]3[C:13]([C:14]=2[C:2]=1[C:38]1[CH:39]=[CH:40][CH:41]=[C:36]([N:28]2[C:27](=[O:52])[C:26]4[C:31](=[CH:32][CH:33]=[C:24]([F:23])[CH:25]=4)[N:30]([CH3:34])[C:29]2=[O:35])[C:37]=1[CH3:51])=[CH:12][CH:11]=[C:10]([C:15]([OH:18])([CH3:17])[CH3:16])[CH:9]=3 |f:2.3.4,7.8.9.10.11|. Procedure: A mixture of 4-bromo-3-chloro-7-(2-hydroxypropan-2-yl)-9H -carbazole-1-carboxamide [Intermediate 3] (200 mg, 0.524 mmol), 6-fluoro-1-methyl-3-(2-methyl-3-(4,4,5,5-tetramethyl-1,3,2-dioxaborolan-2-yl)phenyl)quinazoline-2,4(1H,3H)-dione [Intermediate 13] (215 mg, 0.524 mmol), Cs2CO3 (512 mg, 1.57 mmol) and PdCl2(dppf) DCM adduct (21.4 mg, 0.026 mmol) in THF (3 mL) and water (1 mL) was heated at 60° C. overnight, then at 90° C. for 4 h. The cooled mixture was concentrated and the residue was purifi... Reactants: ClC1=C(/C=C/C2=CC=C(N(C)C)C=C2)C(=CC=C1)Cl ((E)-4-(2,6-dichlorostyryl)-N,N-dimethylaniline), N#CBr (cyanogen bromide). Yields the product ClC1=C(C=CC2=CC=C(NC)C=C2)C(=CC=C1)Cl (4-(2,6-dichlorostyryl)-N-methylaniline). Yield: 41.0%. RXN SMILES: [Cl:1][C:2]1[CH:18]=[CH:17][CH:16]=[C:15]([Cl:19])[C:3]=1/[CH:4]=[CH:5]/[C:6]1[CH:14]=[CH:13][C:9]([N:10](C)[CH3:11])=[CH:8][CH:7]=1.N#CBr>>[Cl:1][C:2]1[CH:18]=[CH:17][CH:16]=[C:15]([Cl:19])[C:3]=1[CH:4]=[CH:5][C:6]1[CH:14]=[CH:13][C:9]([NH:10][CH3:11])=[CH:8][CH:7]=1. Reported procedure: The procedure used to prepare 4 cc was repeated using 1 g (3.42 mmol) of 4y and 720 mg (6.84 mmol, 2 equiv) of cyanogen bromide to afford a product that was purified by chromatography (multiple times and each time using two developments) using 1:5 EtOAc-hexane to afford 390 mg (41%) of 4ee as a 9:1 E:Z-mixture of isomers that was a yellow oil. 1H NMR (DMSO-d6): δ 7.49 (d, 2H, J=8.4 Hz), 7.35 (d, 2H, J=8.4 Hz), 7.24 (t, 1H, J=8.0 Hz), 6.99 (d, 1H, J=16.4 Hz), 6.82 (d, 1H, J=16.4 Hz), 6.55 (d, 2H,... Reactants: O (water), C(CCCCC)N(C([C@@H](NC1=C(C=CC=C1)C#N)C)=O)CCCCCC ((2-cyanophenyl)alanine dihexylamide), FC1=C(C=CC=C1)[N+](=O)[O-] (2-fluoronitrobenzene), C([O-])([O-])=O.[K+].[K+] (potassium carbonate). Solvent: CN(C=O)C (N,N-dimethylformamide). Product: C(CCCCC)N(C([C@@H](N(C1=C(C=CC=C1)[N+](=O)[O-])C1=C(C=CC=C1)C#N)C)=O)CCCCCC (N-(2-nitrophenyl)-(2-cyanophenyl)alanine dihexylamide). The yield is 41.3%. RXN SMILES: [CH2:1]([N:7]([CH2:21][CH2:22][CH2:23][CH2:24][CH2:25][CH3:26])[C:8](=[O:20])[C@H:9]([CH3:19])[NH:10][C:11]1[CH:16]=[CH:15][CH:14]=[CH:13][C:12]=1[C:17]#[N:18])[CH2:2][CH2:3][CH2:4][CH2:5][CH3:6].F[C:28]1[CH:33]=[CH:32][CH:31]=[CH:30][C:29]=1[N+:34]([O-:36])=[O:35].C(=O)([O-])[O-].[K+].[K+].O>CN(C)C=O>[CH2:21]([N:7]([CH2:1][CH2:2][CH2:3][CH2:4][CH2:5][CH3:6])[C:8](=[O:20])[C@H:9]([CH3:19])[N:10]([C:11]1[CH:16]=[CH:15][CH:14]=[CH:13][C:12]=1[C:17]#[N:18])[C:28]1[CH:33]=[CH:32][CH:31]=[CH:30][C:29]=1[N+:34]([O-:36])=[O:35])[CH2:22][CH2:23][CH2:24][CH2:25][CH3:26] |f:2.3.4|. Procedure details: The crude (2-cyanophenyl)alanine dihexylamide (0.76 g), 2-fluoronitrobenzene (0.30 g) and anhydrous potassium carbonate (0.36 g) in 8 ml of N,N-dimethylformamide were refluxed under heating for 2.5 hours. The reaction mixture was poured into water and extracted with ethyl acetate. The extract was water and a saturated sodium chloride solution, and dried over anhydrous sodium sulfate. After removal of the drying agent by filtration, the filtrate was concentrated under reduced pressure, and the re... Starting materials: O=C1CCC(=O)N1Br, ClC(Cl)(Cl)Cl, Nc1ncnc2oc(-c3ccccc3)cc12. Product: Nc1ncnc2oc(-c3ccccc3)c(Br)c12. Reaction SMILES: [Br:17][N:18]1[C:19](=[O:20])[CH2:21][CH2:22][C:23]1=[O:24].[C:25]([Cl:26])([Cl:27])([Cl:28])[Cl:29].[c:1]1(-[c:7]2[cH:8][c:9]3[c:10]([n:11][cH:12][n:13][c:14]3[NH2:15])[o:16]2)[cH:2][cH:3][cH:4][cH:5][cH:6]1>>[c:1]1(-[c:7]2[c:8]([Br:17])[c:9]3[c:10]([n:11][cH:12][n:13][c:14]3[NH2:15])[o:16]2)[cH:2][cH:3][cH:4][cH:5][cH:6]1. Starting materials: BrCC1=C(C(=O)OCC)C=CN=C1Cl (ethyl 3-(bromomethyl)-2-chloroisonicotinate), FC1=CC=C(COC2=C(C=C(C=N2)C(C)N)C)C=C1 (1-(6-((4-fluorobenzyl)oxy)-5-methylpyridin-3-yl)ethanamine). Yields the product ClC1=NC=CC2=C1CN(C2=O)C(C)C=2C=NC(=C(C2)C)OCC2=CC=C(C=C2)F (4-chloro-2-(1-(6-((4-fluorobenzyl)oxy)-5-methylpyridin-3-yl)ethyl)-2,3-dihydro-1H-pyrrolo[3,4-c]pyridin-1-one). Yield: 92.0%. Reaction SMILES: Br[CH2:2][C:3]1[C:13]([Cl:14])=[N:12][CH:11]=[CH:10][C:4]=1[C:5]([O:7]CC)=O.[F:15][C:16]1[CH:33]=[CH:32][C:19]([CH2:20][O:21][C:22]2[N:27]=[CH:26][C:25]([CH:28]([NH2:30])[CH3:29])=[CH:24][C:23]=2[CH3:31])=[CH:18][CH:17]=1>>[Cl:14][C:13]1[C:3]2[CH2:2][N:30]([CH:28]([C:25]3[CH:26]=[N:27][C:22]([O:21][CH2:20][C:19]4[CH:18]=[CH:17][C:16]([F:15])=[CH:33][CH:32]=4)=[C:23]([CH3:31])[CH:24]=3)[CH3:29])[C:5](=[O:7])[C:4]=2[CH:10]=[CH:11][N:12]=1. Reported procedure: The title compound is prepared in 92% yield (683 mg, colorless amorphous) from ethyl 3-(bromomethyl)-2-chloroisonicotinate (500 mg, 1.80 mmol, Step-1 of Intermediate-1) and 1-(6-((4-fluorobenzyl)oxy)-5-methylpyridin-3-yl)ethanamine (240 mg, 0.86 mmol, Amine-71, single enantiomer) in a similar manner to Intermediate-2. Reactants: BrC=1C=CC2=C(N(N=N2)CC=2C=CC=3N(N2)C=C(N3)N(C(=O)C3CC3)C(=O)C3CC3)C1 (N-(6-((6-bromo-1H-benzo[d][1,2,3]triazol-1-yl)methyl)imidazo[1,2-b]pyridazin-2-yl)-N-(cyclopropanecarbonyl)cyclopropanecarboxamide), CN1N=CC(=C1)B1OC(C(O1)(C)C)(C)C (1-methyl-4-(4,4,5,5-tetramethyl-1,3,2-dioxaborolan-2-yl)-1H-pyrazole), O1CCOCC1 (dioxane). The reagents and catalysts are C1=CC=C(C=C1)P([C-]2C=CC=C2)C3=CC=CC=C3.C1=CC=C(C=C1)P([C-]2C=CC=C2)C3=CC=CC=C3.Cl[Pd]Cl.[Fe+2].C(Cl)Cl (PdCl2(dppf) CH2Cl2). Solvent: C(=O)([O-])[O-].[Na+].[Na+] (Na2CO3). Reaction conditions: temperature 110 celsius, time 1 hour. The product is CN1N=CC(=C1)C=1C=CC2=C(N(N=N2)CC=2C=CC=3N(N2)C=C(N3)NC(=O)C3CC3)C1 (N-(6-((6-(1-methyl-1H-pyrazol-4-yl)-1H-benzo[d][1,2,3]triazol-1-yl)methyl)imidazo[1,2-b]pyridazin-2-yl)cyclopropanecarboxamide). Yield: 135.9%. RXN SMILES: Br[C:2]1[CH:3]=[CH:4][C:5]2[N:9]=[N:8][N:7]([CH2:10][C:11]3[CH:12]=[CH:13][C:14]4[N:15]([CH:17]=[C:18]([N:20](C(C5CC5)=O)[C:21]([CH:23]5[CH2:25][CH2:24]5)=[O:22])[N:19]=4)[N:16]=3)[C:6]=2[CH:31]=1.[CH3:32][N:33]1[CH:37]=[C:36](B2OC(C)(C)C(C)(C)O2)[CH:35]=[N:34]1.O1CCOCC1>C([O-])([O-])=O.[Na+].[Na+].C1C=CC(P(C2C=CC=CC=2)[C-]2C=CC=C2)=CC=1.C1C=CC(P(C2C=CC=CC=2)[C-]2C=CC=C2)=CC=1.Cl[Pd]Cl.[Fe+2].C(Cl)Cl>[CH3:32][N:33]1[CH:37]=[C:36]([C:2]2[CH:3]=[CH:4][C:5]3[N:9]=[N:8][N:7]([CH2:10][C:11]4[CH:12]=[CH:13][C:14]5[N:15]([CH:17]=[C:18]([NH:20][C:21]([CH:23]6[CH2:24][CH2:25]6)=[O:22])[N:19]=5)[N:16]=4)[C:6]=3[CH:31]=2)[CH:35]=[N:34]1 |f:3.4.5,6.7.8.9.10|. Reported procedure: A mixture of N-(6-((6-bromo-1H-benzo[d][1,2,3]triazol-1-yl)methyl)imidazo[1,2-b]pyridazin-2-yl)-N-(cyclopropanecarbonyl)cyclopropanecarboxamide 13E (0.7 g, 1.457 mmol), 1-methyl-4-(4,4,5,5-tetramethyl-1,3,2-dioxaborolan-2-yl)-1H-pyrazole (0.303 g, 1.457 mmol) and PdCl2(dppf)-CH2Cl2 (0.06 g, 0.075 mmol) in Na2CO3 (2N, 6 mL)/dioxane (12 mL) was heated in a microwave at 110° C. for 45 min. The reaction was filtered and rinsed with EtOAc. This reaction was repeated twice. The organic solutions were ... The reactants are CCCCCCCCC=CCCI, c1ccc(P(c2ccccc2)c2ccccc2)cc1. Product: CCCCCCCCC=CCC[P+](c1ccccc1)(c1ccccc1)c1ccccc1, [I-]. As a reaction SMILES: [I:1][CH2:2][CH2:3][CH:4]=[CH:5][CH2:6][CH2:7][CH2:8][CH2:9][CH2:10][CH2:11][CH2:12][CH3:13].[c:14]1([P:20]([c:21]2[cH:22][cH:23][cH:24][cH:25][cH:26]2)[c:27]2[cH:28][cH:29][cH:30][cH:31][cH:32]2)[cH:15][cH:16][cH:17][cH:18][cH:19]1>>[CH2:2]([CH2:3][CH:4]=[CH:5][CH2:6][CH2:7][CH2:8][CH2:9][CH2:10][CH2:11][CH2:12][CH3:13])[P+:20]([c:14]1[cH:15][cH:16][cH:17][cH:18][cH:19]1)([c:21]1[cH:22][cH:23][cH:24][cH:25][cH:26]1)[c:27]1[cH:28][cH:29][cH:30][cH:31][cH:32]1.[I-:1]. Starting materials: COC(CC1=CC(=CC=C1)C(F)(F)F)=O ((3-Trifluoromethyl-phenyl)-acetic acid methyl ester), NN (hydrazine), CCO (EtOH). Run at temperature 135 celsius. The product is FC(C=1C=C(CC=2OC=NN2)C=CC1)(F)F (2-(3-Trifluoromethyl-benzyl)-[1,3,4]oxadiazole). Reaction SMILES: [CH3:1][O:2][C:3](=O)[CH2:4][C:5]1[CH:10]=[CH:9][CH:8]=[C:7]([C:11]([F:14])([F:13])[F:12])[CH:6]=1.CCO.[NH2:19][NH2:20]>>[F:12][C:11]([F:14])([F:13])[C:7]1[CH:6]=[C:5]([CH:10]=[CH:9][CH:8]=1)[CH2:4][C:3]1[O:2][CH:1]=[N:19][N:20]=1. Reported procedure: (3-Trifluoromethyl-phenyl)-acetic acid methyl ester (0.720 g, 3.30 mmol) was dissolved in hydrazine (7 mL) and EtOH (15 mL) and heated to 90° C. overnight. Analytical LCMS indicated complete reaction so the mixture was concentrated and azeotroped two time with toluene. The crude material was dissolved in triethylorthoformate and heated to 135° C. for 20 hours then allowed to cool. The reaction mixture was concentrated to afford the title compound.